Dataset: the Open Reaction Database (ORD), a public repository of structured organic reaction records. Task: describe an organic reaction: reactants, conditions, products, and yield The reactants are 36.5, ClC=1C(=C(C=CC1)C1(CCN(CC1)S(=O)(=O)C1=CC=C(C=C1)C)C(=O)Cl)C (4-(3-chloro-2-methylphenyl)-1-(4-methylphenylsulfonyl)-4-piperidinecarbonyl chloride), C(C)O (ethanol), C (charcoal). Product: 33, ClC=1C(=C(C=CC1)C1(CCN(CC1)S(=O)(=O)C1=CC=C(C=C1)C)C(=O)OCC)C (ethyl 4-(3-chloro-2-methylphenyl)-1-(4-methylphenylsulfonyl)-4-piperidinecarboxylate). The yield is 89.1%. As a reaction SMILES: [Cl:1][C:2]1[C:3]([CH3:27])=[C:4]([C:8]2([C:24](Cl)=[O:25])[CH2:13][CH2:12][N:11]([S:14]([C:17]3[CH:22]=[CH:21][C:20]([CH3:23])=[CH:19][CH:18]=3)(=[O:16])=[O:15])[CH2:10][CH2:9]2)[CH:5]=[CH:6][CH:7]=1.C.[CH2:29]([OH:31])[CH3:30]>>[Cl:1][C:2]1[C:3]([CH3:27])=[C:4]([C:8]2([C:24]([O:31][CH2:29][CH3:30])=[O:25])[CH2:9][CH2:10][N:11]([S:14]([C:17]3[CH:22]=[CH:21][C:20]([CH3:23])=[CH:19][CH:18]=3)(=[O:16])=[O:15])[CH2:12][CH2:13]2)[CH:5]=[CH:6][CH:7]=1. Procedure details: A mixture of 36.5 parts of 4-(3-chloro-2-methylphenyl)-1-(4-methylphenylsulfonyl)-4-piperidinecarbonyl chloride and 240 parts of ethanol is stirred and refluxed overnight. The reaction mixture is treated with activated charcoal while hot. The latter is filtered off and the product is allowed to crystallize from the filtrate by cooling spontaneously to room temperature. The product is filtered off and dried, yielding 33 parts (89.1%) of ethyl 4-(3-chloro-2-methylphenyl)-1-(4-methylphenylsulfonyl)... Reported procedure: A solution of methyl indole-4-carboxylate (40 mg, 0.23 mmol) in dichloroethane (2 mL) was treated with benzoyl chloride (0.69 mmol) at room temperature. The orange solution was cooled with an ice/water bath and treated with aluminum chloride (0.69 mmol). The dark-orange solution was warmed to room temperature over 1 hour, then poured into ice-cold aqueous 2M HCl. The aqueous solution was adjusted to pH=9-10 with KOH (s), and extracted with CH2Cl2 (10 mL×3). The organic solution was washed with w... Reactants: C(C(=O)C1=CC=CC=C1)C1=C(NC2=CC=CC=C12)C(=O)O (3-phenacyl carboxy indole), O.NN (hydrazine hydrate), CO (MeOH). Yields the product C1(=CC=CC=C1)C1=NNC(C=2C=3C1=CNC3C=CC2)=O (1,5-dihydro-3-phenyl-[1,2]diazepino[4,5,6-cd]-indol-6-one). Run in Cl (HCl). RXN SMILES: [CH2:1]([C:10]1[C:18]2[C:13](=[CH:14][CH:15]=[CH:16][CH:17]=2)[NH:12][C:11]=1C(O)=O)[C:2]([C:4]1[CH:9]=[CH:8][CH:7]=[CH:6]C=1)=O.[OH2:22].[NH2:23][NH2:24].[CH3:25]O>Cl>[C:2]1([C:1]2[C:10]3=[CH:11][NH:12][C:13]4[CH:14]=[CH:15][CH:16]=[C:17]([C:18]=43)[C:25](=[O:22])[NH:24][N:23]=2)[CH:4]=[CH:9][CH:8]=[CH:7][CH:6]=1 |f:1.2|. Starting materials: Br, COCCn1c(C)c(C)sc1=N, O=C(O)c1ccc(F)c2ccccc12. The product is COCCn1c(C)c(C)sc1=NC(=O)c1ccc(F)c2ccccc12. Reaction SMILES: [BrH:1].[CH3:2][O:3][CH2:4][CH2:5][n:6]1[c:7](=[NH:13])[s:8][c:9]([CH3:12])[c:10]1[CH3:11].[F:14][c:15]1[cH:16][cH:17][c:18]([C:25](=[O:26])[OH:27])[c:19]2[cH:20][cH:21][cH:22][cH:23][c:24]12>>[CH3:2][O:3][CH2:4][CH2:5][n:6]1[c:7](=[N:13][C:25]([c:18]2[cH:17][cH:16][c:15]([F:14])[c:24]3[c:19]2[cH:20][cH:21][cH:22][cH:23]3)=[O:26])[s:8][c:9]([CH3:12])[c:10]1[CH3:11]. The reactants are O=C1CCC(=O)N1Br, COC(=O)c1ncc2cc(Cc3ccccc3)ccc2c1O, CC#N. Yields the product COC(=O)c1nc(Br)c2cc(Cc3ccccc3)ccc2c1O. Reaction SMILES: [Br:23][N:24]1[C:25](=[O:26])[CH2:27][CH2:28][C:29]1=[O:30].[CH3:1][O:2][C:3](=[O:4])[c:5]1[n:6][cH:7][c:8]2[cH:9][c:10]([CH2:16][c:17]3[cH:18][cH:19][cH:20][cH:21][cH:22]3)[cH:11][cH:12][c:13]2[c:14]1[OH:15].[CH3:31][C:32]#[N:33]>>[CH3:1][O:2][C:3](=[O:4])[c:5]1[n:6][c:7]([Br:23])[c:8]2[cH:9][c:10]([CH2:16][c:17]3[cH:18][cH:19][cH:20][cH:21][cH:22]3)[cH:11][cH:12][c:13]2[c:14]1[OH:15]. Solvent: C(C)(C)(C)O (tert-butanol). Reactants: C([O-])([O-])=O.[K+].[K+] (potassium carbonate), II (iodine), C(=O)C=1N=C(SC1)C1CCN(CC1)C(CN1N=C(C=C1C)C(F)(F)F)=O (4-(4-formyl-2-thiazolyl)-1-[[5-methyl-3-(trifluoromethyl)-1H-pyrazol-1-yl]acetyl]piperidine), C(=O)C=1N=C(SC1)C1CCN(CC1)C(CN1N=C(C=C1C)C(F)(F)F)=O (4-(4-formyl-2-thiazolyl)-1-[[5-methyl-3-(trifluoromethyl)-1H-pyrazol-1-yl]acetyl]piperidine), CNC(CN)C1=CC=CC=C1 (N1-methyl-1-phenyl-1,2-ethanediamine). Product: CN1C(=NCC1C1=CC=CC=C1)C=1N=C(SC1)C1CCN(CC1)C(CN1N=C(C=C1C)C(F)(F)F)=O (4-[4-(4,5-dihydro-1-methyl-5-phenyl-1H-imidazol-2-yl)-2-thiazolyl]-1-[[5-methyl-3-(trifluoromethyl)-1H-pyrazol-1-yl]acetyl]piperidine). Reaction SMILES: [CH:1]([C:3]1[N:4]=[C:5]([CH:8]2[CH2:13][CH2:12][N:11]([C:14](=[O:26])[CH2:15][N:16]3[C:20]([CH3:21])=[CH:19][C:18]([C:22]([F:25])([F:24])[F:23])=[N:17]3)[CH2:10][CH2:9]2)[S:6][CH:7]=1)=O.[CH3:27][NH:28][CH:29]([C:32]1[CH:37]=[CH:36][CH:35]=[CH:34][CH:33]=1)[CH2:30][NH2:31].C(=O)([O-])[O-].[K+].[K+].II>C(O)(C)(C)C>[CH3:27][N:28]1[CH:29]([C:32]2[CH:37]=[CH:36][CH:35]=[CH:34][CH:33]=2)[CH2:30][N:31]=[C:1]1[C:3]1[N:4]=[C:5]([CH:8]2[CH2:13][CH2:12][N:11]([C:14](=[O:26])[CH2:15][N:16]3[C:20]([CH3:21])=[CH:19][C:18]([C:22]([F:25])([F:24])[F:23])=[N:17]3)[CH2:10][CH2:9]2)[S:6][CH:7]=1 |f:2.3.4|. Conditions: time 30 minute. Procedure details: To a solution of 4-(4-formyl-2-thiazolyl)-1-[[5-methyl-3-(trifluoromethyl)-1H-pyrazol-1-yl]acetyl]piperidine (i.e. the product of Example 2, Step B) (0.8 g, 2.07 mmol) in tert-butanol (5 mL) was added N1-methyl-1-phenyl-1,2-ethanediamine (43.57 mg, 0.29 mmol). The reaction mixture was stirred at room temperature under a nitrogen atmosphere for 30 minutes, and then potassium carbonate (107.8 mg, 0.78 mmol) and iodine (43.57 mg, 0.33 mmol) were added. The reaction mixture was stirred at 70° C. for... Reaction conditions: time 3 day. The product is C[C@H]1CN(CCN1C)C1=NC(=NC(=C1F)NN)C (4-[(3S)-3,4-dimethyl-1-piperazinyl]-5-fluoro-6-hydrazino-2-methylpyrimidine). Starting materials: ClC1=NC(=NC(=C1F)N1C[C@@H](N(CC1)C)C)C (4-chloro-6-[(3S)-3,4-dimethyl-1-piperazinyl]-5-fluoro-2-methylpyrimidine), O.NN (hydrazine monohydrate). The yield is 64.0%. Run in CS(=O)C (DMSO). As a reaction SMILES: Cl[C:2]1[C:7]([F:8])=[C:6]([N:9]2[CH2:14][CH2:13][N:12]([CH3:15])[C@@H:11]([CH3:16])[CH2:10]2)[N:5]=[C:4]([CH3:17])[N:3]=1.O.[NH2:19][NH2:20]>CS(C)=O>[CH3:16][C@@H:11]1[N:12]([CH3:15])[CH2:13][CH2:14][N:9]([C:6]2[C:7]([F:8])=[C:2]([NH:19][NH2:20])[N:3]=[C:4]([CH3:17])[N:5]=2)[CH2:10]1 |f:1.2|. Reported procedure: To 4-chloro-6-[(3S)-3,4-dimethyl-1-piperazinyl]-5-fluoro-2-methylpyrimidine (0.254 g, 0.98 mmol) in DMSO (3 mL) was added hydrazine monohydrate (2 mL). The reaction was stirred at room temperature for 3 days. The volatiles were removed in vacuo, and the residue was purified by RP-HPLC to provide 4-[(3S)-3,4-dimethyl-1-piperazinyl]-5-fluoro-6-hydrazino-2-methylpyrimidine as a yellow solid (0.161 g, 64%). LCMS: (M+H)+=255.6. Starting materials: ICCCCCCCCCCI (1,10-Diiododecane), C1=NC=CC2=CC=CC=C12 (isoquinoline). Run at temperature 65 celsius. Yields the product [I-].[I-].C(CCCCCCCCC[N+]1=CC2=CC=CC=C2C=C1)[N+]1=CC2=CC=CC=C2C=C1 (N,N′-Decane-1,10-diyl-bis-isoquinolinium Diiodide). Isolated yield 92.0%. RXN SMILES: [I:1][CH2:2][CH2:3][CH2:4][CH2:5][CH2:6][CH2:7][CH2:8][CH2:9][CH2:10][CH2:11]I.[CH:13]1[C:22]2[C:17](=[CH:18][CH:19]=[CH:20][CH:21]=2)[CH:16]=[CH:15][N:14]=1>>[I-:1].[I-:1].[CH2:2]([N+:14]1[CH:15]=[CH:16][C:17]2[C:22](=[CH:21][CH:20]=[CH:19][CH:18]=2)[CH:13]=1)[CH2:3][CH2:4][CH2:5][CH2:6][CH2:7][CH2:8][CH2:9][CH2:10][CH2:11][N+:14]1[CH:15]=[CH:16][C:17]2[C:22](=[CH:21][CH:20]=[CH:19][CH:18]=2)[CH:13]=1 |f:2.3.4|. Reported procedure: 1,10-Diiododecane (mmol) was added to a solution (30 mL) of isoquinoline, and the solution heated for 24 hours at 65° C. The resulting precipitate was filtered, and the product washed five times with dry diethyl ether. The resulting yellow solid was isolated in a 92% yield. 1H NMR (300 MHz, DMSO-D6) δ 10.07 (1H, d, C1-H), 8.78 (1H, d, C3-H), 8.58 (1H, d, C8-H), 8.48 (1H, d, C4-H), 8.36 (1H, d, C7-H), 8.26 (1H, t, C5-H), 8.07 (1H, t, C6-H), 4.69 (2H, t, C′1-CH2), 2.0 (2H, m, C′2-CH2), 1.15-1.50 (... Starting materials: CNC1=NC=CC(=N1)C(C)NC1=C(C(=O)O)C=CC=C1 (2-[1-(2-methylamino-pyrimidin-4-yl)-ethylamino]-benzoic acid), C(C)(C)(C)OC(=O)N1CC2=CC(=CC=C2C(C1)(C)C)N (7-amino-4,4-dimethyl-3,4-dihydro-1H-isoquinoline-2-carboxylic acid tert-butylester), CN(C)C(=[N+](C)C)ON1C2=C(C=CC=C2)N=N1.[B-](F)(F)(F)F (TBTU), CCN(C(C)C)C(C)C (DIEA). Solvent: C(Cl)Cl (CH2Cl2). Run at time 20 hour. Product: C(C)(C)(C)OC(=O)N1CC2=CC(=CC=C2C(C1)(C)C)NC(C1=C(C=CC=C1)NC(C)C1=NC(=NC=C1)NC)=O (tert-butyl-4,4-dimethyl-7-{2-[1-(2-methylamino-pyrimidin-4-yl)-ethylamino]-benzoylamino}-3,4-dihydro-1H-isoquinoline-2-carboxylate). As a reaction SMILES: [CH3:1][NH:2][C:3]1[N:8]=[C:7]([CH:9]([NH:11][C:12]2[CH:20]=[CH:19][CH:18]=[CH:17][C:13]=2[C:14]([OH:16])=O)[CH3:10])[CH:6]=[CH:5][N:4]=1.[C:21]([O:25][C:26]([N:28]1[CH2:37][C:36]([CH3:39])([CH3:38])[C:35]2[C:30](=[CH:31][C:32]([NH2:40])=[CH:33][CH:34]=2)[CH2:29]1)=[O:27])([CH3:24])([CH3:23])[CH3:22].CN(C(ON1N=NC2C=CC=CC1=2)=[N+](C)C)C.[B-](F)(F)(F)F.CCN(C(C)C)C(C)C>C(Cl)Cl>[C:21]([O:25][C:26]([N:28]1[CH2:37][C:36]([CH3:39])([CH3:38])[C:35]2[C:30](=[CH:31][C:32]([NH:40][C:14](=[O:16])[C:13]3[CH:17]=[CH:18][CH:19]=[CH:20][C:12]=3[NH:11][CH:9]([C:7]3[CH:6]=[CH:5][N:4]=[C:3]([NH:2][CH3:1])[N:8]=3)[CH3:10])=[CH:33][CH:34]=2)[CH2:29]1)=[O:27])([CH3:24])([CH3:22])[CH3:23] |f:2.3|. Reported procedure: To a solution of 2-[1-(2-methylamino-pyrimidin-4-yl)-ethylamino]-benzoic acid (Step B, 800 mg, 2.94 mmol) in CH2Cl2 (40 mL) was added 7-amino-4,4-dimethyl-3,4-dihydro-1H-isoquinoline-2-carboxylic acid tert-butylester (812 mg, 2.94 mmol), TBTU (1.0 g, 3.23 mmol), and DIEA (1.5 mL, 8.81 mmol). The reaction was stirred at RT under N2 for 20 h. The reaction was quenched with sat. NH4Cl, washed with water, brine, dried over MgSO4, and evaporated in vacuo. The crude solid was purified by chromatograph...